This data is from the Open Reaction Database (ORD), a public repository of structured organic reaction records. The task is: describe an organic reaction: reactants, conditions, products, and yield The reactants are O=C1CCC(CC1)(C#N)C1=CC=CC=C1 (4-oxo-1-phenyl-1-cyclohexanecarbonitrile), C1(=CC=CC=C1)N1CNC(C12CCNCC2)=O (1-phenyl-1,3,8-triazaspiro[4,5]decan-4-one), CC1=CC=C(C=C1)S(=O)(=O)O (4-methylbenzenesulfonic acid), CC1=CC=CC=C1 (methylbenzene). The solvent is O (water). Product: 10.35, O=C1NCN(C12CCN(CC2)C2=CCC(CC2)(C#N)C2=CC=CC=C2)C2=CC=CC=C2 (4-(4-oxo-1-phenyl-1,3,8-triazaspiro[4,5]dec-8-yl)-1-phenyl-3-cyclohexene-1-carbonitrile). As a reaction SMILES: O=[C:2]1[CH2:7][CH2:6][C:5]([C:10]2[CH:15]=[CH:14][CH:13]=[CH:12][CH:11]=2)([C:8]#[N:9])[CH2:4][CH2:3]1.[C:16]1([N:22]2[C:26]3([CH2:31][CH2:30][NH:29][CH2:28][CH2:27]3)[C:25](=[O:32])[NH:24][CH2:23]2)[CH:21]=[CH:20][CH:19]=[CH:18][CH:17]=1.CC1C=CC(S(O)(=O)=O)=CC=1.CC1C=CC=CC=1>O>[O:32]=[C:25]1[C:26]2([CH2:27][CH2:28][N:29]([C:2]3[CH2:7][CH2:6][C:5]([C:10]4[CH:15]=[CH:14][CH:13]=[CH:12][CH:11]=4)([C:8]#[N:9])[CH2:4][CH:3]=3)[CH2:30][CH2:31]2)[N:22]([C:16]2[CH:21]=[CH:20][CH:19]=[CH:18][CH:17]=2)[CH2:23][NH:24]1. Procedure: A mixture of 5 parts of 4-oxo-1-phenyl-1-cyclohexanecarbonitrile, 5.8 parts of 1-phenyl-1,3,8-triazaspiro[4,5]decan-4-one, 0.1 parts of 4-methylbenzenesulfonic acid and 225 parts of methylbenzene is stirred and refluxed overnight with water-separator. The reaction mixture is cooled and evaporated, yielding 10.35 parts of 4-(4-oxo-1-phenyl-1,3,8-triazaspiro[4,5]dec-8-yl)-1-phenyl-3-cyclohexene-1-carbonitrile as a residue. The reactants are C1CCOC1, CC1CC(OC(=O)c2ccc([N+](=O)[O-])cc2)c2ncnc(-c3ccc(C(=O)[O-])s3)c21, [Li+], [OH-], O. Product: CC1CC(O)c2ncnc(-c3ccc(C(=O)O)s3)c21. RXN SMILES: [CH2:33]1[O:34][CH2:35][CH2:36][CH2:37]1.[CH3:3][CH:4]1[CH2:5][CH:6]([O:21][C:22](=[O:23])[c:24]2[cH:25][cH:26][c:27]([N+:28]([O-:29])=[O:30])[cH:31][cH:32]2)[c:7]2[n:8][cH:9][n:10][c:11](-[c:13]3[cH:14][cH:15][c:16]([C:18](=[O:19])[O-:20])[s:17]3)[c:12]21.[Li+:1].[OH-:2].[OH2:38]>>[CH3:3][CH:4]1[CH2:5][CH:6]([OH:21])[c:7]2[n:8][cH:9][n:10][c:11](-[c:13]3[cH:14][cH:15][c:16]([C:18](=[O:19])[OH:20])[s:17]3)[c:12]21. The reactants are C(C)(=O)NNC1(C(NC2=CC=CC(=C2C1)OC)=O)C(=O)OCC (3-acetamidoamino-3-carboethoxy-5-methoxy-3,4-dihydrocarbostyril), Cl (hydrochloric acid). Yields the product Cl.NC1C(NC2=CC=CC(=C2C1)OC)=O (3-amino-5-methoxy-3,4-dihydrocarbostyril hydrochloride). RXN SMILES: C(N[NH:5][C:6]1(C(OCC)=O)[CH2:15][C:14]2[C:9](=[CH:10][CH:11]=[CH:12][C:13]=2[O:16][CH3:17])[NH:8][C:7]1=[O:18])(=O)C.[ClH:24]>>[ClH:24].[NH2:5][CH:6]1[CH2:15][C:14]2[C:9](=[CH:10][CH:11]=[CH:12][C:13]=2[O:16][CH3:17])[NH:8][C:7]1=[O:18] |f:2.3|. Procedure details: A mixture of 3-acetamidoamino-3-carboethoxy-5-methoxy-3,4-dihydrocarbostyril (5.7 g) and 6 M aqueous hydrochloric acid (75 mL) was refluxed for 6 h. This mixture was evaporated to a solid which was triturated with acetonitrile. Filtration provided 3-amino-5-methoxy-3,4-dihydrocarbostyril hydrochloride (3.8 g, mp 301–302° C. with decomp.) as gray crystals. The free base, 3-amino-5-methoxy-3,4-dihydrocarbostyril, was prepared by ion exchange on an SCX column (United Chemical Technologies, CLEAN-UP... Starting materials: ClC1=CC(=CC=C1)C(=O)OO (m-chloroperbenzoic acid), [OH-].[Na+] (NaOH), C(C1=CC=CC=C1)NC(O)=O.N1CC=CC1 (3-pyrroline benzyl carbamate), S([O-])(O)=O.[Na+] (sodium bisulfite). The solvent is C(Cl)Cl (methylene chloride), C(Cl)Cl (methylene chloride). Conditions: temperature 0 celsius, time 1 hour. Product: C(C1=CC=CC=C1)NC(O)=O.O1C2CNCC21 (3,4-epoxypyrrolidine benzyl carbamate). As a reaction SMILES: [CH2:1]([NH:8][C:9](=[O:11])[OH:10])[C:2]1[CH:7]=[CH:6][CH:5]=[CH:4][CH:3]=1.[NH:12]1[CH2:16][CH:15]=[CH:14][CH2:13]1.ClC1C=CC=C(C(OO)=[O:25])C=1.S(=O)(O)[O-].[Na+].[OH-].[Na+]>C(Cl)Cl>[CH2:1]([NH:8][C:9](=[O:10])[OH:11])[C:2]1[CH:7]=[CH:6][CH:5]=[CH:4][CH:3]=1.[O:25]1[CH:15]2[CH:14]1[CH2:13][NH:12][CH2:16]2 |f:0.1,3.4,5.6,8.9|. Reported procedure: A 15.00 g (74 mmol) sample of the 3-pyrroline benzyl carbamate from Step 1a was dissolved in 200 mL of methylene chloride and cooled to 0° C. A 46.3 g (267 mmol) sample of m-chloroperbenzoic acid was dissolved in 500 mL of methylene chloride and added dropwise with stirring over a period of 1 hours. The flask was then equipped with a condenser and the temperature was increased to 45° C. for 18 hours. The solution was cooled to room temperature, 2 g of sodium bisulfite was added, the solution was... The reactants are C1=CC=C(C=2OC3=C(C21)C=CC=C3)B(O)O (4-dibenzofuranboronic acid), ClC1=NC=CC(=C1)C (2-chloro-4-methylpyridine), P(=O)([O-])([O-])[O-].[K+].[K+].[K+] (potassium phosphate). The reagents and catalysts are C1(CCCCC1)P(C1=C(C=CC=C1)C1=C(C=CC=C1OC)OC)C1CCCCC1 (dicyclohexyl(2′,6′-dimethoxybiphenyl-2-yl)phosphine). Run in C1(=CC=CC=C1)C (toluene), O (water). Product: CC1=CC(=NC=C1)C1=CC=CC2=C1OC1=C2C=CC=C1 (4-methyl-2-(dibenzo[b,d]furan-4-yl)pyridine). Yield: 90.6%. Reaction SMILES: [CH:1]1[C:9]2[C:8]3[CH:10]=[CH:11][CH:12]=[CH:13][C:7]=3[O:6][C:5]=2[C:4](B(O)O)=[CH:3][CH:2]=1.Cl[C:18]1[CH:23]=[C:22]([CH3:24])[CH:21]=[CH:20][N:19]=1.P([O-])([O-])([O-])=O.[K+].[K+].[K+]>C1(C)C=CC=CC=1.O.C1(P(C2CCCCC2)C2C=CC=CC=2C2C(OC)=CC=CC=2OC)CCCCC1>[CH3:24][C:22]1[CH:21]=[CH:20][N:19]=[C:18]([C:4]2[C:5]3[O:6][C:7]4[CH:13]=[CH:12][CH:11]=[CH:10][C:8]=4[C:9]=3[CH:1]=[CH:2][CH:3]=2)[CH:23]=1 |f:2.3.4.5|. Procedure: 4-dibenzofuranboronic acid (5.0 g, 23.6 mmol), 2-chloro-4-methylpyridine (2.6 g, 20 mmol), dicyclohexyl(2′,6′-dimethoxybiphenyl-2-yl)phosphine (S-Phos) (0.36 g, 0.8 mmol), and potassium phosphate (11.4 g, 50 mmol) were mixed in 100 mL of toluene and 10 mL of water. Nitrogen is bubbled directly into the mixture for 30 minutes. Next, Pd2(dba)3 was added (0.18 g, 0.2 mmol) and the mixture was heated to reflux under nitrogen for 8 h. The mixture was cooled and the organic layer was separated. The or...